Dataset: the Open Reaction Database (ORD), a public repository of structured organic reaction records. Task: describe an organic reaction: reactants, conditions, products, and yield Starting materials: [H-].[Na+] (sodium hydride), ClC=1C(=NC=NC1C)NCCOC1=C(C=C(C=C1)CCO)C (5-chloro-4-{2-[4-(2-hydroxyethyl)-2-methylphenoxy]ethylamino}-6-methylpyrimidine), [H-].[Na+] (sodium hydride), C(C)OCCBr (2-bromoethyl ethyl ether), C(C)O (ethanol). Solvent: O (Water), O1CCCC1 (tetrahydrofuran). Run at time 30 minute. Product: ClC=1C(=NC=NC1C)NCCOC1=C(C=C(C=C1)COCCOCC)C (5-chloro-4-{2-[4-(2-ethoxyethoxymethyl)-2-methylphenoxy]ethylamino}-6-methylpyrimidine). Reaction SMILES: [Cl:1][C:2]1[C:3]([NH:9][CH2:10][CH2:11][O:12][C:13]2[CH:18]=[CH:17][C:16]([CH2:19]CO)=[CH:15][C:14]=2[CH3:22])=[N:4][CH:5]=[N:6][C:7]=1[CH3:8].[H-].[Na+].[CH2:25]([O:27][CH2:28][CH2:29]Br)[CH3:26].C([OH:33])C>O1CCCC1.O>[Cl:1][C:2]1[C:3]([NH:9][CH2:10][CH2:11][O:12][C:13]2[CH:18]=[CH:17][C:16]([CH2:19][O:33][CH2:29][CH2:28][O:27][CH2:25][CH3:26])=[CH:15][C:14]=2[CH3:22])=[N:4][CH:5]=[N:6][C:7]=1[CH3:8] |f:1.2|. Procedure details: 3.1 g of 5-chloro-4-{2-[4-(2-hydroxyethyl)-2-methylphenoxy]ethylamino}-6-methylpyrimidine were dissolved in 50 ml of anhydrous tetrahydrofuran and 0.3 g of sodium hydride (which had been freed from mineral oil by washing with hexane) were added to the solution. The mixture was stirred at room temperature for 30 minutes. 1.7 g of 2-bromoethyl ethyl ether was added to the mixture and it was then stirred, whilst heating, for 3 hours. At the end of this time, any excess of sodium hydride was decompo... Reactants: CCN(CC)S(F)(F)F, ClCCl, OC(CN(Cc1cccc(OC(F)(F)C(F)F)c1)c1cccc(Oc2ccccc2)c1)C(F)(F)F. Product: FC(CN(Cc1cccc(OC(F)(F)C(F)F)c1)c1cccc(Oc2ccccc2)c1)C(F)(F)F. As a reaction SMILES: [CH2:36]([N:37]([S:38]([F:39])([F:40])[F:42])[CH2:41][CH3:43])[CH3:44].[Cl:45][CH2:46][Cl:47].[O:1]([c:2]1[cH:3][cH:4][cH:5][cH:6][cH:7]1)[c:8]1[cH:9][c:10]([N:14]([CH2:15][CH:16]([C:17]([F:18])([F:19])[F:20])[OH:21])[CH2:22][c:23]2[cH:24][c:25]([O:29][C:30]([CH:31]([F:32])[F:33])([F:34])[F:35])[cH:26][cH:27][cH:28]2)[cH:11][cH:12][cH:13]1>>[O:1]([c:2]1[cH:3][cH:4][cH:5][cH:6][cH:7]1)[c:8]1[cH:9][c:10]([N:14]([CH2:15][CH:16]([C:17]([F:18])([F:19])[F:20])[F:42])[CH2:22][c:23]2[cH:24][c:25]([O:29][C:30]([CH:31]([F:32])[F:33])([F:34])[F:35])[cH:26][cH:27][cH:28]2)[cH:11][cH:12][cH:13]1. The reactants are N[C@]12[C@@H]([C@H]3CC[C@@H]4[C@]5(CC=C(C([C@@H]5CC[C@]4([C@@]3(CC1)C)C)(C)C)C1=CC[C@@H](CC1)C(=O)OCC1=CC=CC=C1)C)[C@@H](CC2)C(=C)C ((R)-benzyl 4-((1R,3 aS,5aR,5bR,7aR,11aS,11bR,13aR,13bR)-3a-amino-5a,5b,8,8,11a-pentamethyl-1-(prop-1-en-2-yl)-2,3,3a,4,5,5a,5b,6,7,7a,8,11,11a,11b,12,13,13a,13b-octadecahydro-1H-cyclopenta[a]chrysen-9-yl)cyclohex-3-enecarboxylate), BrCCCl (1-bromo-2-chloroethane), P(O)(O)(O)=O (phosphoric acid), [K] (potassium). Run in C(C)#N (acetonitrile). Reaction conditions: temperature 120 celsius. Product: N1(CC1)[C@]12[C@@H]([C@H]3CC[C@@H]4[C@]5(CC=C(C([C@@H]5CC[C@]4([C@@]3(CC1)C)C)(C)C)C1=CC[C@@H](CC1)C(=O)OCC1=CC=CC=C1)C)[C@@H](CC2)C(=C)C ((R)-benzyl 4-((1R,3aS,5aR,5bR,7aR,11aS,11bR,13aR,13bR)-3a-(aziridin-1-yl)-5a,5b,8,8,11a-pentamethyl-1-(prop-1-en-2-yl)-2,3,3a,4,5,5a,5b,6,7,7a,8,11,11a,11b,12,13,13a,13b-octadecahydro-1H-cyclopenta[a]chrysen-9-yl)cyclohex-3-enecarboxylate). As a reaction SMILES: [NH2:1][C@:2]12[CH2:43][CH2:42][C@@H:41]([C:44]([CH3:46])=[CH2:45])[C@@H:3]1[C@@H:4]1[C@@:17]([CH3:20])([CH2:18][CH2:19]2)[C@@:16]2([CH3:21])[C@@H:7]([C@:8]3([CH3:40])[C@@H:13]([CH2:14][CH2:15]2)[C:12]([CH3:23])([CH3:22])[C:11]([C:24]2[CH2:29][CH2:28][C@@H:27]([C:30]([O:32][CH2:33][C:34]4[CH:39]=[CH:38][CH:37]=[CH:36][CH:35]=4)=[O:31])[CH2:26][CH:25]=2)=[CH:10][CH2:9]3)[CH2:6][CH2:5]1.Br[CH2:48][CH2:49]Cl.P(=O)(O)(O)O.[K]>C(#N)C>[N:1]1([C@:2]23[CH2:43][CH2:42][C@@H:41]([C:44]([CH3:46])=[CH2:45])[C@@H:3]2[C@@H:4]2[C@@:17]([CH3:20])([CH2:18][CH2:19]3)[C@@:16]3([CH3:21])[C@@H:7]([C@:8]4([CH3:40])[C@@H:13]([CH2:14][CH2:15]3)[C:12]([CH3:23])([CH3:22])[C:11]([C:24]3[CH2:29][CH2:28][C@@H:27]([C:30]([O:32][CH2:33][C:34]5[CH:35]=[CH:36][CH:37]=[CH:38][CH:39]=5)=[O:31])[CH2:26][CH:25]=3)=[CH:10][CH2:9]4)[CH2:6][CH2:5]2)[CH2:49][CH2:48]1 |^1:55|. Reported procedure: To a sealable vial was added (R)-benzyl 4-((1R,3 aS,5aR,5bR,7aR,11aS,11bR,13aR,13bR)-3a-amino-5a,5b,8,8,11a-pentamethyl-1-(prop-1-en-2-yl)-2,3,3a,4,5,5a,5b,6,7,7a,8,11,11a,11b,12,13,13a,13b-octadecahydro-1H-cyclopenta[a]chrysen-9-yl)cyclohex-3-enecarboxylate (0.075 g, 0.120 mmol), 1-bromo-2-chloroethane (0.100 mL, 1.202 mmol), and phosphoric acid, potassium salt (0.128 g, 0.601 mmol). The mixture was diluted with acetonitrile (1.5 mL), flushed with nitrogen, then the vial was sealed and heated t... Starting materials: CC(C)(C)OC(=O)NCCCBr, COC(=O)CC(=O)OC, C[O-], CO, [Na+], O. The product is COC(=O)C(CCCNC(=O)OC(C)(C)C)C(=O)OC. Reaction SMILES: [Br:13][CH2:14][CH2:15][CH2:16][NH:17][C:18]([O:19][C:20]([CH3:21])([CH3:22])[CH3:23])=[O:24].[C:1]([CH2:2][C:3](=[O:4])[O:5][CH3:6])(=[O:7])[O:8][CH3:9].[CH3:10][O-:11].[CH3:26][OH:27].[Na+:12].[OH2:25]>>[C:1]([CH:2]([C:3](=[O:4])[O:5][CH3:6])[CH2:14][CH2:15][CH2:16][NH:17][C:18]([O:19][C:20]([CH3:21])([CH3:22])[CH3:23])=[O:24])(=[O:7])[O:8][CH3:9].